From a dataset of the Open Reaction Database (ORD), a public repository of structured organic reaction records. describe an organic reaction: reactants, conditions, products, and yield The reactants are C[Si](C)(C)I, CC#N, COc1ccc(Cn2c(-c3ccccc3)nc(Cl)c2CC(=O)O)cc1C. Yields the product Cc1cc(Cn2c(-c3ccccc3)nc(Cl)c2CC(=O)O)ccc1O. RXN SMILES: [CH3:27][Si:28]([I:29])([CH3:30])[CH3:31].[CH3:32][C:33]#[N:34].[Cl:1][c:2]1[n:3][c:4](-[c:21]2[cH:22][cH:23][cH:24][cH:25][cH:26]2)[n:5]([CH2:11][c:12]2[cH:13][c:14]([CH3:20])[c:15]([O:18][CH3:19])[cH:16][cH:17]2)[c:6]1[CH2:7][C:8](=[O:9])[OH:10]>>[Cl:1][c:2]1[n:3][c:4](-[c:21]2[cH:22][cH:23][cH:24][cH:25][cH:26]2)[n:5]([CH2:11][c:12]2[cH:13][c:14]([CH3:20])[c:15]([OH:18])[cH:16][cH:17]2)[c:6]1[CH2:7][C:8](=[O:9])[OH:10].